This data is from the Open Reaction Database (ORD), a public repository of structured organic reaction records. The task is: describe an organic reaction: reactants, conditions, products, and yield The reactants are COC(=O)C(C)(C)CCOc1cc(C(=O)N2c3ccccc3C(N(C(C)=O)c3ccc(Cl)cc3)CC2C)ccc1F, C1CCOC1, CO, [Li+], [OH-]. Yields the product CC(=O)N(c1ccc(Cl)cc1)C1CC(C)N(C(=O)c2ccc(F)c(OCCC(C)(C)C(=O)O)c2)c2ccccc21. RXN SMILES: [C:1]([CH3:2])(=[O:3])[N:4]([CH:5]1[CH2:6][CH:7]([CH3:34])[N:8]([C:15](=[O:16])[c:17]2[cH:18][cH:19][c:20]([F:33])[c:21]([O:22][CH2:23][CH2:24][C:25]([C:26](=[O:27])[O:28][CH3:29])([CH3:30])[CH3:31])[cH:32]2)[c:9]2[cH:10][cH:11][cH:12][cH:13][c:14]21)[c:35]1[cH:36][cH:37][c:38]([Cl:41])[cH:39][cH:40]1.[CH2:46]1[O:47][CH2:48][CH2:49][CH2:50]1.[CH3:44][OH:45].[Li+:43].[OH-:42]>>[C:1]([CH3:2])(=[O:3])[N:4]([CH:5]1[CH2:6][CH:7]([CH3:34])[N:8]([C:15](=[O:16])[c:17]2[cH:18][cH:19][c:20]([F:33])[c:21]([O:22][CH2:23][CH2:24][C:25]([C:26](=[O:27])[OH:28])([CH3:30])[CH3:31])[cH:32]2)[c:9]2[cH:10][cH:11][cH:12][cH:13][c:14]21)[c:35]1[cH:36][cH:37][c:38]([Cl:41])[cH:39][cH:40]1. Starting materials: CC(C)(C)[Si](O[C@H]1[C@@H](O[C@@H]([C@H]1O[Si](C)(C)C(C)(C)C)CO[Si](C)(C)C(C)(C)C)N1C(=O)NC(=O)C=C1)(C)C (2',3',5'-tris-O-((1,1-dimethylethyl)dimethylsilyl)uridine), ClC1=CC=C(OC=2C=C(C=O)C=CC2)C=C1 (3-(4-chlorophenoxy)-benzaldehyde). Product: ClC1=CC=C(OC=2C=C(C=CC2)C(C=2C(NC(N([C@H]3[C@H](O[Si](C)(C)C(C)(C)C)[C@H](O[Si](C)(C)C(C)(C)C)[C@@H](CO[Si](C)(C)C(C)(C)C)O3)C2)=O)=O)O)C=C1 (5-((3-(4-Chlorophenoxy)phenyl)hydroxymethyl)-2',3',5'-tris-O-((1,1-dimethylethyl)dimethylsilyl)uridine). RXN SMILES: [CH3:1][C:2]([Si:5]([CH3:38])([CH3:37])[O:6][C@@H:7]1[C@H:11]([O:12][Si:13]([C:16]([CH3:19])([CH3:18])[CH3:17])([CH3:15])[CH3:14])[C@@H:10]([CH2:20][O:21][Si:22]([C:25]([CH3:28])([CH3:27])[CH3:26])([CH3:24])[CH3:23])[O:9][C@H:8]1[N:29]1[CH:36]=[CH:35][C:33](=[O:34])[NH:32][C:30]1=[O:31])([CH3:4])[CH3:3].[Cl:39][C:40]1[CH:54]=[CH:53][C:43]([O:44][C:45]2[CH:46]=[C:47]([CH:50]=[CH:51][CH:52]=2)[CH:48]=[O:49])=[CH:42][CH:41]=1>>[Cl:39][C:40]1[CH:54]=[CH:53][C:43]([O:44][C:45]2[CH:46]=[C:47]([CH:48]([OH:49])[C:35]3[C:33](=[O:34])[NH:32][C:30](=[O:31])[N:29]([CH:36]=3)[C@@H:8]3[O:9][C@H:10]([CH2:20][O:21][Si:22]([C:25]([CH3:26])([CH3:27])[CH3:28])([CH3:23])[CH3:24])[C@@H:11]([O:12][Si:13]([C:16]([CH3:17])([CH3:18])[CH3:19])([CH3:14])[CH3:15])[C@H:7]3[O:6][Si:5]([C:2]([CH3:1])([CH3:3])[CH3:4])([CH3:38])[CH3:37])[CH:50]=[CH:51][CH:52]=2)=[CH:42][CH:41]=1. Procedure details: 5-((3-(4-Chlorophenoxy)phenyl)hydroxymethyl)-2',3',5'-tris-O-((1,1-dimethylethyl)dimethylsilyl)uridine was prepared from 2',3',5'-tris-O-((1,1-dimethylethyl)dimethylsilyl)uridine according to the method of Example 1 step (i) (using 3-(4-chlorophenoxy)-benzaldehyde instead of benzophenone) as a pale yellow oil. The reactants are O=C([O-])[O-], C1CCOC1, CCOCC, O=C(Cl)COS(=O)(=O)c1ccc(-c2ccc(Cl)cc2)cc1, Nc1ccc(C(=O)O)c(O)c1, [Na+], [Na+], [Na+], [OH-], O. The product is O=C(COS(=O)(=O)c1ccc(-c2ccc(Cl)cc2)cc1)Nc1ccc(C(=O)O)c(O)c1. RXN SMILES: [C:14](=[O:15])([O-:16])[O-:17].[CH2:42]1[O:43][CH2:44][CH2:45][CH2:46]1.[CH3:47][CH2:48][O:49][CH2:50][CH3:51].[Cl:20][c:21]1[cH:22][cH:23][c:24](-[c:27]2[cH:28][cH:29][c:30]([S:33](=[O:34])(=[O:35])[O:36][CH2:37][C:38](=[O:39])[Cl:40])[cH:31][cH:32]2)[cH:25][cH:26]1.[NH2:1][c:2]1[cH:3][c:4]([OH:11])[c:5]([C:6](=[O:7])[OH:8])[cH:9][cH:10]1.[Na+:13].[Na+:18].[Na+:19].[OH-:12].[OH2:41]>>[NH:1]([c:2]1[cH:3][c:4]([OH:11])[c:5]([C:6](=[O:7])[OH:8])[cH:9][cH:10]1)[C:38]([CH2:37][O:36][S:33]([c:30]1[cH:29][cH:28][c:27](-[c:24]2[cH:23][cH:22][c:21]([Cl:20])[cH:26][cH:25]2)[cH:32][cH:31]1)(=[O:34])=[O:35])=[O:39]. Starting materials: C(OC(C)(C)C)(OC1=NOC2=C1C=C(C(=C2F)F)C=O)=O (tert-butyl 6,7-difluoro-5-formyl-1,2-benzisoxazol-3-yl carbonate), C(OC(C)(C)C)(OC1=NOC2=C1C=C(C(=C2F)F)C=O)=O (tert-butyl 6,7-difluoro-5-formyl-1,2-benzisoxazol-3-yl carbonate), N1C(=O)NC(=O)CC1=O (barbituric acid), CC(C)O (IPA). Reaction conditions: temperature 80 celsius. Product: C(OC(C)(C)C)(OC1=NOC2=C1C=C1CC3(C(NC(NC3=O)=O)=O)[C@@H]3N(C1=C2F)C[C@H](O[C@H]3C)C)=O (tert-butyl (2R,4S,4aS)-rel-11-fluoro-2,4-dimethyl-2′,4′,6′-trioxo-1,1′,2,3′,4,4′,4a,6′-octahydro-2′H,6H-spiro[isoxazolo[4,5-g][1,4]oxazino[4,3-a]quinoline-5,5′-pyrimidin]-8-yl carbonate). Reaction SMILES: [C:1](=[O:21])([O:7][C:8]1[C:12]2[CH:13]=[C:14]([CH:19]=O)[C:15](F)=[C:16]([F:17])[C:11]=2[O:10][N:9]=1)[O:2][C:3]([CH3:6])([CH3:5])[CH3:4].[NH:22]1[C:29](=[O:30])[CH2:28][C:26](=[O:27])[NH:25][C:23]1=[O:24].[CH3:31][CH:32]([OH:34])[CH3:33]>>[C:1](=[O:21])([O:7][C:8]1[C:12]2[CH:13]=[C:14]3[C:15](=[C:16]([F:17])[C:11]=2[O:10][N:9]=1)[N:9]1[CH2:31][C@@H:32]([CH3:33])[O:34][C@@H:12]([CH3:11])[C@@H:8]1[C:28]1([C:26](=[O:27])[NH:25][C:23](=[O:24])[NH:22][C:29]1=[O:30])[CH2:19]3)[O:2][C:3]([CH3:6])([CH3:5])[CH3:4]. Reported procedure: To a stirred solution of tert-butyl 6,7-difluoro-5-formyl-1,2-benzisoxazol-3-yl carbonate Intermediate 531 (175 mg, 0.44 mmol) in dry IPA (10 mL) was added barbituric acid (8 mg, 0.062 mmol), and the solution heated around 80° C. for 12 h. Solvents were evaporated and the residue was purified over a silica gel column to give product as a white solid. Yield: 40 mg (18%). Starting materials: ClC(Cl)(Cl)Cl, Cc1c(C(F)(F)F)nn(C)c1OC(F)F, CC(C)(C#N)N=NC(C)(C)C#N, O, O=S(=O)(Cl)Cl. Product: Cn1nc(C(F)(F)F)c(CCl)c1OC(F)F. Reaction SMILES: [C:34]([Cl:35])([Cl:36])([Cl:37])[Cl:38].[F:1][CH:2]([O:3][c:4]1[c:5]([CH3:14])[c:6]([C:10]([F:11])([F:12])[F:13])[n:7][n:8]1[CH3:9])[F:15].[N:21]([C:22]([CH3:23])([CH3:24])[C:25]#[N:26])=[N:27][C:28]([CH3:29])([CH3:30])[C:31]#[N:32].[OH2:33].[S:16]([Cl:17])(=[O:18])([Cl:19])=[O:20]>>[F:1][CH:2]([O:3][c:4]1[c:5]([CH2:14][Cl:19])[c:6]([C:10]([F:11])([F:12])[F:13])[n:7][n:8]1[CH3:9])[F:15]. Reactants: BrC1=NC=CN=C1 (2-bromopyrazine), C([O-])([O-])=O.[Na+].[Na+] (sodium carbonate), NC1=C(C=C(C=C1)B1OC(C)(C)C(C)(C)O1)Cl (4-amino-3-chlorophenylboronic acid pinacol ester), BrC1=NC=CN=C1 (2-bromopyrazine), C([O-])([O-])=O.[Na+].[Na+] (sodium carbonate). Reagents/catalysts: catalyst, C1(=CC=CC=C1)P([C-]1C=CC=C1)C1=CC=CC=C1.[C-]1(C=CC=C1)P(C1=CC=CC=C1)C1=CC=CC=C1.[Fe+2] (1,1′-bis(diphenylphosphino)ferrocene), catalyst. Run in COCCOC (DME). Conditions: temperature 75 celsius. Yields the product ClC1=C(N)C=CC(=C1)C1=NC=CN=C1 (2-Chloro-4-(pyrazin-2-yl)aniline). The yield is 43.7%. RXN SMILES: [NH2:1][C:2]1[CH:7]=[CH:6][C:5](B2OC(C)(C)C(C)(C)O2)=[CH:4][C:3]=1[Cl:17].Br[C:19]1[CH:24]=[N:23][CH:22]=[CH:21][N:20]=1.C(=O)([O-])[O-].[Na+].[Na+]>C1(P(C2C=CC=CC=2)[C-]2C=CC=C2)C=CC=CC=1.[C-]1(P(C2C=CC=CC=2)C2C=CC=CC=2)C=CC=C1.[Fe+2].COCCOC>[Cl:17][C:3]1[CH:4]=[C:5]([C:19]2[CH:24]=[N:23][CH:22]=[CH:21][N:20]=2)[CH:6]=[CH:7][C:2]=1[NH2:1] |f:2.3.4,5.6.7|. Reported procedure: To a mixture of 4-amino-3-chlorophenylboronic acid pinacol ester (0.110 g, 0.434 mmol), 2-bromopyrazine (0.090 g, 0.56 mmol), 1,1′-bis(diphenylphosphino)ferrocene)-dichloropalladium(II) DCM complex (24 mg, 0.029 mmol) was added anhydrous DME (3.0 mL) followed by 2M aqueous sodium carbonate (0.53 mL, 1.06 mmol). The microwave vial was heated at 75° C. for 40 minutes under microwave irradiation. Further catalyst (0.012 g) was added and the vial was heated at 90° C. for 25 minutes under microwave i... The reactants are O=C1CCC(=O)N1Br, O=C([O-])O, ClC(Cl)(Cl)Cl, CC(=O)[O-], CC(=O)C1CCC2C3CC=C4CC(O)CCC4(C)C3CCC12C, [Na+]. Product: CC(=O)C1CCC2C3=CC=C4CC(O)CCC4(C)C3CCC12C. RXN SMILES: [Br:28][N:29]1[C:30](=[O:31])[CH2:32][CH2:33][C:34]1=[O:35].[C:36](=[O:37])([OH:38])[O-:39].[C:41]([Cl:42])([Cl:43])([Cl:44])[Cl:45].[CH3:24][C:25](=[O:26])[O-:27].[CH:1]12[CH2:2][CH:3]=[C:4]3[CH2:5][CH:6]([OH:7])[CH2:8][CH2:9][C:10]3([CH3:11])[CH:12]1[CH2:13][CH2:14][C:15]1([CH3:16])[CH:17]([C:21]([CH3:22])=[O:23])[CH2:18][CH2:19][CH:20]21.[Na+:40]>>[C:1]12=[CH:2][CH:3]=[C:4]3[CH2:5][CH:6]([OH:7])[CH2:8][CH2:9][C:10]3([CH3:11])[CH:12]1[CH2:13][CH2:14][C:15]1([CH3:16])[CH:17]([C:21]([CH3:22])=[O:23])[CH2:18][CH2:19][CH:20]21. Reactants: [C@@H]1(C[C@H](O)[C@@H](CO)O1)N1C(=O)NC(=O)C=C1 (2′-deoxyuridine), P(=O)([O-])([O-])[O-].[K+].[K+].[K+] (potassium phosphate). The solvent is O (water). Product: C1[C@@H]([C@H](O[C@H]1N2C=CC(=O)NC2=O)CO)O (2-deoxyUridine), OP(=O)(O)[O-].[K+] (KH2PO4). Reaction SMILES: [C@@H:1]1([N:9]2[CH:16]=[CH:15][C:13](=[O:14])[NH:12][C:10]2=[O:11])[O:8][C@H:5]([CH2:6][OH:7])[C@@H:3]([OH:4])[CH2:2]1.[P:17]([O-:21])([O-:20])([O-:19])=[O:18].[K+:22].[K+].[K+]>O>[CH2:2]1[C@H:1]([N:9]2[C:10](=[O:11])[NH:12][C:13](=[O:14])[CH:15]=[CH:16]2)[O:8][C@H:5]([CH2:6][OH:7])[C@H:3]1[OH:4].[OH:19][P:17]([O-:21])([OH:20])=[O:18].[K+:22] |f:1.2.3.4,7.8|. Procedure details: 5.4 grams (equal to 32 mMoles) of 2-chloroadenine were weighed and suspended while being stirred in 50 ml of DMSO. Solubilisation occurred with the addition of 70 ml of 25% (w:v) KOH, obtaining a perfectly clear solution with a 266 mMolar concentration of 2-chloroAdenine. 14.6 grams (equal to 64 mMoles) of 2′-deoxyuridine and 4 grams (equal to 30 mMoles) of anhydrous monobasic potassium phosphate were dissolved in about 600 ml of deionised water, obtaining a 106 mM for the 2-deoxyUridine and 50 ...